This data is from the Open Reaction Database (ORD), a public repository of structured organic reaction records. The task is: describe an organic reaction: reactants, conditions, products, and yield Starting materials: CC#N, C[Si](C)(C)C#N, NCCC(=O)O, CCN(CC1CCN(S(=O)(=O)Cl)CC1)C(C)Cc1ccc2c(c1)CCO2. The product is CCN(CC1CCN(S(=O)(=O)NCCC(=O)O)CC1)C(C)Cc1ccc2c(c1)CCO2. As a reaction SMILES: [CH3:39][C:40]#[N:41].[CH3:7][Si:8]([C:9]#[N:10])([CH3:11])[CH3:12].[NH2:1][CH2:2][CH2:3][C:4](=[O:5])[OH:6].[O:13]1[CH2:14][CH2:15][c:16]2[c:17]1[cH:18][cH:19][c:20]([CH2:22][CH:23]([CH3:24])[N:25]([CH2:26][CH3:27])[CH2:28][CH:29]1[CH2:30][CH2:31][N:32]([S:35](=[O:36])(=[O:37])[Cl:38])[CH2:33][CH2:34]1)[cH:21]2>>[NH:1]([CH2:2][CH2:3][C:4](=[O:5])[OH:6])[S:35]([N:32]1[CH2:31][CH2:30][CH:29]([CH2:28][N:25]([CH:23]([CH2:22][c:20]2[cH:19][cH:18][c:17]3[c:16]([cH:21]2)[CH2:15][CH2:14][O:13]3)[CH3:24])[CH2:26][CH3:27])[CH2:34][CH2:33]1)(=[O:36])=[O:37].